This data is from the Open Reaction Database (ORD), a public repository of structured organic reaction records. The task is: describe an organic reaction: reactants, conditions, products, and yield The reactants are C(C)(C)(C)OC(=O)C1=C(C=CC=C1)C1=CC=C(C=C1)CN1C(=NC(=C1C(=O)N)C(CCC)O)CCC (1-[(2'-t-butoxycarbonylbiphenyl-4-yl)methyl]-4-(1-hydroxybutyl)-2-propylimidazole-5-carboxamide), Cl (hydrochloride), solution, Cl (hydrogen chloride). The product is C(=O)(O)C1=C(C=CC=C1)C1=CC=C(C=C1)CN1C(=NC(=C1C(=O)N)C(CCC)O)CCC (1-[(2'-Carboxybiphenyl-4-yl)methyl]-4-(1-hydroxybutyl)-2-propylimidazole-5-carboxamide). Reported procedure: Following a procedure similar to that described in Example 45(d), but using a solution of 0.82 g of 1-[(2'-t-butoxycarbonylbiphenyl-4-yl)methyl]-4-(1-hydroxybutyl)-2-propylimidazole-5-carboxamide [prepared as described in step (c) above] in 17 ml of a 4N solution of hydrogen chloride in dioxane, 0.78 g of the hydrochloride of the title compound was obtained as an amorphous powder, melting at 118°-121° C. (with softening). Solvent: O1CCOCC1 (dioxane). RXN SMILES: C([O:5][C:6]([C:8]1[CH:13]=[CH:12][CH:11]=[CH:10][C:9]=1[C:14]1[CH:19]=[CH:18][C:17]([CH2:20][N:21]2[C:25]([C:26]([NH2:28])=[O:27])=[C:24]([CH:29]([OH:33])[CH2:30][CH2:31][CH3:32])[N:23]=[C:22]2[CH2:34][CH2:35][CH3:36])=[CH:16][CH:15]=1)=[O:7])(C)(C)C.Cl>O1CCOCC1>[C:6]([C:8]1[CH:13]=[CH:12][CH:11]=[CH:10][C:9]=1[C:14]1[CH:15]=[CH:16][C:17]([CH2:20][N:21]2[C:25]([C:26]([NH2:28])=[O:27])=[C:24]([CH:29]([OH:33])[CH2:30][CH2:31][CH3:32])[N:23]=[C:22]2[CH2:34][CH2:35][CH3:36])=[CH:18][CH:19]=1)([OH:7])=[O:5]. Starting materials: N1CC(C1)C(=O)O (azetidine-3-carboxylic acid), C(=O)(O)[O-].[Na+] (NaHCO3), C(C1=CC=CC=C1)OC(=O)Cl (benzyloxycarbonyl chloride). The solvent is O1CCCC1.O (tetrahydrofuran water). Run at time 8 hour. Yields the product C(C1=CC=CC=C1)OC(=O)N1CC(C1)C(=O)O (1-(benzyloxycarbonyl)azetidine-3-carboxylic acid). Isolated yield 102.0%. RXN SMILES: [NH:1]1[CH2:4][CH:3]([C:5]([OH:7])=[O:6])[CH2:2]1.C([O-])(O)=O.[Na+].[CH2:13]([O:20][C:21](Cl)=[O:22])[C:14]1[CH:19]=[CH:18][CH:17]=[CH:16][CH:15]=1>O1CCCC1.O>[CH2:13]([O:20][C:21]([N:1]1[CH2:4][CH:3]([C:5]([OH:7])=[O:6])[CH2:2]1)=[O:22])[C:14]1[CH:19]=[CH:18][CH:17]=[CH:16][CH:15]=1 |f:1.2,4.5|. Procedure: To the solution of azetidine-3-carboxylic acid (1 g, 10 mmol) of tetrahydrofuran/water (50 ml:50 ml) was added NaHCO3 (2.05 g, 25 mmol). Then benzyloxycarbonyl chloride (2.02 g, 12 mmol) was added dropwise at 0° C. The mixture was stirred at room temperature overnight. The solvent was removed under reduced pressure and adjusted to pH=2, extracted with ethyl acetate. The residue was dried in vacuum. 2.4 g of crude 1-(benzyloxycarbonyl)azetidine-3-carboxylic acid was obtained. Reactants: ClC1=NC=CN=C1 (2-chloropyrazine), NCCCN (1,3-diaminopropane), [O-]CC.[Na+] (sodium ethoxide). Solvent: C(C)O (ethanol). Yields the product NCCCNC1=NC=CN=C1 (2-(3-aminopropylamino)-pyrazine). As a reaction SMILES: Cl[C:2]1[CH:7]=[N:6][CH:5]=[CH:4][N:3]=1.[NH2:8][CH2:9][CH2:10][CH2:11][NH2:12].[O-]CC.[Na+]>C(O)C>[NH2:8][CH2:9][CH2:10][CH2:11][NH:12][C:2]1[CH:7]=[N:6][CH:5]=[CH:4][N:3]=1 |f:2.3|. Reported procedure: Reacting 2-chloropyrazine with 1,3-diaminopropane in ethanol containing sodium ethoxide by the procedure of Example 89 gives 2-(3-aminopropylamino)-pyrazine. Reactants: CCCNC(=N)N, CCOC(=O)CC(C)(C)c1ccc(-c2ccc(C(=O)N3CCN(C)CC3)cc2)c(OCCCOC)c1, CCO, Cl, [Na], CN(C)C=O. Yields the product CCCNC(=N)NC(=O)CC(C)(C)c1ccc(-c2ccc(C(=O)N3CCN(C)CC3)cc2)c(OCCCOC)c1, Cl. RXN SMILES: [CH2:3]([CH2:4][CH3:5])[NH:6][C:7](=[NH:8])[NH2:9].[CH3:10][O:11][CH2:12][CH2:13][CH2:14][O:15][c:16]1[c:17](-[c:31]2[cH:32][cH:33][c:34]([C:37](=[O:38])[N:39]3[CH2:40][CH2:41][N:42]([CH3:45])[CH2:43][CH2:44]3)[cH:35][cH:36]2)[cH:18][cH:19][c:20]([C:22]([CH2:23][C:24]([O:26][CH2:25][CH3:27])=[O:28])([CH3:29])[CH3:30])[cH:21]1.[CH3:51][CH2:52][OH:53].[ClH:2].[Na:1].[O:46]=[CH:47][N:48]([CH3:49])[CH3:50]>>[CH2:3]([CH2:4][CH3:5])[NH:6][C:7](=[NH:8])[NH:9][C:24]([CH2:23][C:22]([c:20]1[cH:19][cH:18][c:17](-[c:31]2[cH:32][cH:33][c:34]([C:37](=[O:38])[N:39]3[CH2:40][CH2:41][N:42]([CH3:45])[CH2:43][CH2:44]3)[cH:35][cH:36]2)[c:16]([O:15][CH2:14][CH2:13][CH2:12][O:11][CH3:10])[cH:21]1)([CH3:29])[CH3:30])=[O:26].[ClH:2]. The reactants are C[Li] (methyllithium), C(C)(=O)NC1[C@@H]2N(C(=C(CS2)N=C=O)C(=O)OCC2=CC=C(C=C2)OC)C1=O (4-methoxybenzyl 7-acetamido-3-isocyanato-3-cephem-4-carboxylate). Product: C(C)(=O)NC1[C@@H]2N(C(=C(CS2)NC(C)=O)C(=O)OCC2=CC=C(C=C2)OC)C1=O (4-methoxybenzyl 7-acetamido-3-acetamido-3-cephem-4-carboxylate). Reaction SMILES: [CH3:1][Li].[C:3]([NH:6][CH:7]1[C:29](=[O:30])[N:9]2[C:10]([C:17]([O:19][CH2:20][C:21]3[CH:26]=[CH:25][C:24]([O:27][CH3:28])=[CH:23][CH:22]=3)=[O:18])=[C:11]([N:14]=[C:15]=[O:16])[CH2:12][S:13][C@H:8]12)(=[O:5])[CH3:4]>>[C:3]([NH:6][CH:7]1[C:29](=[O:30])[N:9]2[C:10]([C:17]([O:19][CH2:20][C:21]3[CH:22]=[CH:23][C:24]([O:27][CH3:28])=[CH:25][CH:26]=3)=[O:18])=[C:11]([NH:14][C:15](=[O:16])[CH3:1])[CH2:12][S:13][C@H:8]12)(=[O:5])[CH3:4]. Reported procedure: As in the case of the aforedescribed reaction of amines with the 3-isocyanato-2-cephems, the reaction of such isocyanates with carbanionic reagents is accompanied by the rearrangement of the double bond in the cephem ring. Thus, benzhydryl 7-benzyloxycarbonylamino-3-isocyanato-2-cephem-4-carboxylate reacts with 1.1 equivalents of sodium diethylmalonate in tetrahydrofuran at -20° C. over a 5 minute period, to provide after hydrolysis with about 3 equivalents of 1N.HCl, benzhydryl 7 -benzyloxycarb... Reactants: CC(C)(C)OC(=O)NC1CC1, BrCCCOCc1ccccc1, [Cl-], [H-], [NH4+], [Na+], CN(C)C=O. Yields the product c1ccc(COCCCNC2CC2)cc1, Cl. Reaction SMILES: [C:1]([O:2][C:3]([CH3:4])([CH3:5])[CH3:6])(=[O:7])[NH:8][CH:9]1[CH2:10][CH2:11]1.[CH2:12]([c:13]1[cH:14][cH:15][cH:16][cH:17][cH:18]1)[O:19][CH2:20][CH2:21][CH2:22][Br:23].[Cl-:26].[H-:24].[NH4+:27].[Na+:25].[O:28]=[CH:29][N:30]([CH3:31])[CH3:32]>>[CH2:1]([NH:8][CH:9]1[CH2:10][CH2:11]1)[CH2:21][CH2:20][O:19][CH2:12][c:13]1[cH:14][cH:15][cH:16][cH:17][cH:18]1.[ClH:26]. Reactants: BrCC(=O)C1=CC=C(C=C1)OCCCCCCCC (2-Bromo-1-(4-octyloxy-phenyl)-ethanone), [BH4-].[Na+] (NaBH4), C(C1=CC=CC=C1)N (benzylamine). The solvent is CCO (EtOH), C(Cl)(Cl)Cl (CHCl3). Conditions: time 2 hour. Yields the product C(C1=CC=CC=C1)NCC(O)C1=CC=C(C=C1)OCCCCCCCC (2-benzylamino-1-(4-octyloxy-phenyl)-ethanol). The yield is 57.6%. Reaction SMILES: Br[CH2:2][C:3]([C:5]1[CH:10]=[CH:9][C:8]([O:11][CH2:12][CH2:13][CH2:14][CH2:15][CH2:16][CH2:17][CH2:18][CH3:19])=[CH:7][CH:6]=1)=[O:4].[CH2:20]([NH2:27])[C:21]1[CH:26]=[CH:25][CH:24]=[CH:23][CH:22]=1.[BH4-].[Na+]>CCO.C(Cl)(Cl)Cl>[CH2:20]([NH:27][CH2:2][CH:3]([C:5]1[CH:10]=[CH:9][C:8]([O:11][CH2:12][CH2:13][CH2:14][CH2:15][CH2:16][CH2:17][CH2:18][CH3:19])=[CH:7][CH:6]=1)[OH:4])[C:21]1[CH:26]=[CH:25][CH:24]=[CH:23][CH:22]=1 |f:2.3|. Procedure: To a cooled (0° C.) suspension of 2-Bromo-1-(4-octyloxy-phenyl)-ethanone (36.1 g; 110.3 mmol) in EtOH (500 mL) and CHCl3 (100 mL) was added benzylamine (48.2 mL; 441.2 mmol). After 30 minutes the ice-bath was removed and the mixture stirred for another 2 hours at RT. Subsequently the reaction mixture was cooled again to 0° C. and NaBH4 (6.26 g; 165.5 mmol) was added in small portions. The resulting mixture was stirred at 0° C. for 1 hour and thereafter another 4 hours at RT. The reaction mixture...